Dataset: the Open Reaction Database (ORD), a public repository of structured organic reaction records. Task: describe an organic reaction: reactants, conditions, products, and yield Reactants: BrC1=C(C=C(C(=O)OC)C=C1)OC (methyl 4-bromo-3-methoxybenzoate), solution, [OH-].[Li+] (lithium hydroxide). Run in C1CCOC1 (THF), CO (methanol), O (water), O (water). Run at time 1 hour. Yields the product BrC1=C(C=C(C(=O)O)C=C1)OC (4-bromo-3-methoxybenzoic acid). The yield is 95.7%. RXN SMILES: [Br:1][C:2]1[CH:11]=[CH:10][C:5]([C:6]([O:8]C)=[O:7])=[CH:4][C:3]=1[O:12][CH3:13].[OH-].[Li+]>C1COCC1.CO.O>[Br:1][C:2]1[CH:11]=[CH:10][C:5]([C:6]([OH:8])=[O:7])=[CH:4][C:3]=1[O:12][CH3:13] |f:1.2|. Procedure details: To a stirred solution of methyl 4-bromo-3-methoxybenzoate (11.2 g) in THF (130 mL), methanol (45 mL) and water (45 mL) was added a 1 M solution of lithium hydroxide in water (140 mL). The mixture was stirred at room temperature for 1 h. The solvent was removed in vacuum. Water was added and 1 N hydrochloric acid was added with ice bath cooling until pH 4 was reached. The precipitated solid was collected by filtration, washed with water and dried in vacuum to give 10.1 g of the title compound, th... Starting materials: Br.BrC=1C=CC=2N(C1C)CC(N2)(O)C(C(F)(F)F)(F)F (6-bromo-5-methyl-2-pentafluoroethyl-2,3-dihydroimidazo[1,2-a]pyridin-2-ol hydrobromide). Run in C(C)O (ethanol). Product: BrC=1C=CC=2N(C1C)C=C(N2)C(C(F)(F)F)(F)F (6-bromo-5-methyl-2-pentafluoroethylimidazo[1,2-a]pyridine). The yield is 96.1%. Reaction SMILES: Br.[Br:2][C:3]1[CH:4]=[CH:5][C:6]2[N:7]([CH2:10][C:11]([C:14]([F:20])([F:19])[C:15]([F:18])([F:17])[F:16])(O)[N:12]=2)[C:8]=1[CH3:9]>C(O)C>[Br:2][C:3]1[CH:4]=[CH:5][C:6]2[N:7]([CH:10]=[C:11]([C:14]([F:19])([F:20])[C:15]([F:18])([F:17])[F:16])[N:12]=2)[C:8]=1[CH3:9] |f:0.1|. Procedure: A mixture of 3.95 g of 6-bromo-5-methyl-2-pentafluoroethyl-2,3-dihydroimidazo[1,2-a]pyridin-2-ol hydrobromide and 20 ml of ethanol was stirred under heat-reflux for 1 day. The cooled reaction mixture was concentrated under reduced pressure, then water and a saturated aqueous sodium bicarbonate solution were added, and the precipitated solid was taken by filtration. The resulting solid was dried to obtain 2.92 g of 6-bromo-5-methyl-2-pentafluoroethylimidazo[1,2-a]pyridine. Starting materials: CC(C)=O, [O-][Cl+][O-], NS(=O)(=O)O, [Na+], O, O=Cc1cnn(-c2ccccc2)c1. Yields the product O=C(O)c1cnn(-c2ccccc2)c1. RXN SMILES: [CH3:24][C:25](=[O:26])[CH3:27].[Cl+:19]([O-:20])[O-:21].[NH2:1][S:2](=[O:3])(=[O:4])[OH:5].[Na+:22].[OH2:23].[c:6]1(-[n:12]2[n:13][cH:14][c:15]([CH:17]=[O:18])[cH:16]2)[cH:7][cH:8][cH:9][cH:10][cH:11]1>>[c:6]1(-[n:12]2[n:13][cH:14][c:15]([C:17](=[O:18])[OH:20])[cH:16]2)[cH:7][cH:8][cH:9][cH:10][cH:11]1.